describe an organic reaction: reactants, conditions, products, and yield From a dataset of the Open Reaction Database (ORD), a public repository of structured organic reaction records. Starting materials: OCCc1ccccc1, CN1CCC2COc3ccc(O)cc3C2C1. Product: CN1CCC2COc3ccc(OCCc4ccccc4)cc3C2C1. RXN SMILES: [CH2:17]([CH2:18][c:19]1[cH:20][cH:21][cH:22][cH:23][cH:24]1)[OH:25].[OH:1][c:2]1[cH:3][cH:4][c:5]2[c:6]([cH:7]1)[CH:8]1[CH2:9][N:10]([CH3:16])[CH2:11][CH2:12][CH:13]1[CH2:14][O:15]2>>[O:1]([c:2]1[cH:3][cH:4][c:5]2[c:6]([cH:7]1)[CH:8]1[CH2:9][N:10]([CH3:16])[CH2:11][CH2:12][CH:13]1[CH2:14][O:15]2)[CH2:17][CH2:18][c:19]1[cH:20][cH:21][cH:22][cH:23][cH:24]1. The reactants are C(=O)(O)[O-].[Na+] (NaHCO3), C(=O)(C(F)(F)F)O (TFA), C(C)(C)C=1N=C(SC1)C1=NC2=C(C(=CC=C2C(=C1)OC1CN2C(N(CCCCCC=CC3CC3(NC(C2C1)=O)C(=O)NS(=O)(=O)C1CC1)CC1=CC=C(C=C1)OC)=O)OC)C (N-[[18-[2-[4-(isopropyl)thiazol-2-yl]-7-methoxy-8-methylquinolin-4-yloxy]-2,15-dioxo-14-(4-methoxybenzyl)-3,14,16-triazatricyclo[14.3.0.04,6]nonadec-7-en-4-yl]carbonyl](cyclopropyl)sulfonamide), O (water). The solvent is C(Cl)Cl (DCM). Conditions: time 30 minute. The product is C(C)(C)C=1N=C(SC1)C1=NC2=C(C(=CC=C2C(=C1)OC1CN2C(NCCCCCC=CC3CC3(NC(C2C1)=O)C(=O)NS(=O)(=O)C1CC1)=O)OC)C (N-[[18-[2-[4-(isopropyl)thiazol-2-yl]-7-methoxy-8-methylquinolin-4-yloxy]-2,15-dioxo-3,14,16-triazatricyclo[14.3.0.04,6]nonadec-7-en-4-yl]carbonyl]-(cyclopropyl)sulfonamide). Yield: 73.0%. Reaction SMILES: C(O)(C(F)(F)F)=O.[CH:8]([C:11]1[N:12]=[C:13]([C:16]2[CH:25]=[C:24]([O:26][CH:27]3[CH2:45][CH:44]4[N:29]([C:30](=[O:65])[N:31](CC5C=CC(OC)=CC=5)[CH2:32][CH2:33][CH2:34][CH2:35][CH2:36][CH:37]=[CH:38][CH:39]5[C:41]([C:47]([NH:49][S:50]([CH:53]6[CH2:55][CH2:54]6)(=[O:52])=[O:51])=[O:48])([NH:42][C:43]4=[O:46])[CH2:40]5)[CH2:28]3)[C:23]3[C:18](=[C:19]([CH3:68])[C:20]([O:66][CH3:67])=[CH:21][CH:22]=3)[N:17]=2)[S:14][CH:15]=1)([CH3:10])[CH3:9].O.C([O-])(O)=O.[Na+]>C(Cl)Cl>[CH:8]([C:11]1[N:12]=[C:13]([C:16]2[CH:25]=[C:24]([O:26][CH:27]3[CH2:45][CH:44]4[N:29]([C:30](=[O:65])[NH:31][CH2:32][CH2:33][CH2:34][CH2:35][CH2:36][CH:37]=[CH:38][CH:39]5[C:41]([C:47]([NH:49][S:50]([CH:53]6[CH2:55][CH2:54]6)(=[O:52])=[O:51])=[O:48])([NH:42][C:43]4=[O:46])[CH2:40]5)[CH2:28]3)[C:23]3[C:18](=[C:19]([CH3:68])[C:20]([O:66][CH3:67])=[CH:21][CH:22]=3)[N:17]=2)[S:14][CH:15]=1)([CH3:10])[CH3:9] |f:3.4|. Reported procedure: TFA (10 mL) was added to a solution of N-[[18-[2-[4-(isopropyl)thiazol-2-yl]-7-methoxy-8-methylquinolin-4-yloxy]-2,15-dioxo-14-(4-methoxybenzyl)-3,14,16-triazatricyclo[14.3.0.04,6]nonadec-7-en-4-yl]carbonyl](cyclopropyl)sulfonamide (90) in DCM (20 mL). After 30 min at room temperature, water (20 mL) was added to the reaction mixture and the pH was adjusted to 3-4 with NaHCO3. The organic layer was washed with brine, dried (Na2SO4), filtered and evaporated. The residue was purified by column chro... Starting materials: CC1(CC=C(C2(OCCO2)C1)C1=CC=NN1C)C (5-(9,9-dimethyl-1,4-dioxaspiro[4.5]dec-6-en-6-yl)-1-methyl-1H-pyrazole), Cl (hydrochloric acid). The solvent is C1CCOC1 (THF). Isolated yield 93.3%. Procedure details: The reaction and aftertreatment were conducted in the same manner as in Example 67c by using the 5-(9,9-dimethyl-1,4-dioxaspiro[4.5]dec-6-en-6-yl)-1-methyl-1H-pyrazole (758 mg, 3.05 mmol) prepared in Example 72b, 2 M hydrochloric acid (2.0 mL) and THF (5.0 mL), to yield the title compound (581 mg, 93%) as a colorless oil. Product: CC1(CC=C(C(C1)=O)C1=CC=NN1C)C (5,5-Dimethyl-2-(1-methyl-1H-pyrazol-5-yl)cyclohex-2-en-1-one). As a reaction SMILES: [CH3:1][C:2]1([CH3:18])[CH2:11][C:6]2(OCC[O:7]2)[C:5]([C:12]2[N:16]([CH3:17])[N:15]=[CH:14][CH:13]=2)=[CH:4][CH2:3]1.Cl>C1COCC1>[CH3:1][C:2]1([CH3:18])[CH2:11][C:6](=[O:7])[C:5]([C:12]2[N:16]([CH3:17])[N:15]=[CH:14][CH:13]=2)=[CH:4][CH2:3]1. Reactants: C1CCOC1, COc1ccc(CN2CCN(Cc3ccc([N+](=O)[O-])cn3)CC2)cc1, CO. RXN SMILES: [CH2:28]1[O:29][CH2:30][CH2:31][CH2:32]1.[CH3:1][O:2][c:3]1[cH:4][cH:5][c:6]([CH2:7][N:8]2[CH2:9][CH2:10][N:11]([CH2:14][c:15]3[n:16][cH:17][c:18]([N+:21]([O-:22])=[O:23])[cH:19][cH:20]3)[CH2:12][CH2:13]2)[cH:24][cH:25]1.[CH3:26][OH:27]>>[CH3:1][O:2][c:3]1[cH:4][cH:5][c:6]([CH2:7][N:8]2[CH2:9][CH2:10][N:11]([CH2:14][c:15]3[n:16][cH:17][c:18]([NH2:21])[cH:19][cH:20]3)[CH2:12][CH2:13]2)[cH:24][cH:25]1. The product is COc1ccc(CN2CCN(Cc3ccc(N)cn3)CC2)cc1. Reactants: CSC=1N=NC(=C(N1)N1CCC2=C(CC1)C=CC=C2)C#N (3-methylsulfanyl-5-(1,2,4,5-tetrahydro-benzo[d]azepin-3-yl)-[1,2,4]triazine-6-carbonitrile), NCC(C)O ((RS)-1-amino-2-propanol). Procedure details: In analogy to the procedure as described in example 4 the 3-methylsulfanyl-5-(1,2,4,5-tetrahydro-benzo[d]azepin-3-yl)-[1,2,4]triazine-6-carbonitrile was reacted with (RS)-1-amino-2-propanol in dioxane at 120° C. overnight to give (RS)-3-(2-hydroxy-propylamino)-5-(1,2,4,5 -tetrahydro-benzo[d]azepin-3-yl)-[1,2,4]triazine-6-carbonitrile as a white solid; MS: 325 (M+H)+. The product is OC(CNC=1N=NC(=C(N1)N1CCC2=C(CC1)C=CC=C2)C#N)C ((RS)-3-(2-hydroxy-propylamino)-5-(1,2,4,5 -tetrahydro-benzo[d]azepin-3-yl)-[1,2,4]triazine-6-carbonitrile). RXN SMILES: CS[C:3]1[N:4]=[N:5][C:6]([C:20]#[N:21])=[C:7]([N:9]2[CH2:15][CH2:14][C:13]3[CH:16]=[CH:17][CH:18]=[CH:19][C:12]=3[CH2:11][CH2:10]2)[N:8]=1.[NH2:22][CH2:23][CH:24]([OH:26])[CH3:25]>O1CCOCC1>[OH:26][CH:24]([CH3:25])[CH2:23][NH:22][C:3]1[N:4]=[N:5][C:6]([C:20]#[N:21])=[C:7]([N:9]2[CH2:15][CH2:14][C:13]3[CH:16]=[CH:17][CH:18]=[CH:19][C:12]=3[CH2:11][CH2:10]2)[N:8]=1. Run in O1CCOCC1 (dioxane). Starting materials: Cl.N1(N=CN=C1)CC1=CC=C(C=C1)N (4-(1,2,4-triazol-1-ylmethyl)phenylamine hydrochloride), S(=O)([O-])[O-].[Na+].[Na+] (sodium sulphite), N(=O)[O-].[Na+] (sodium nitrite), diazonium salt. Run in O (water), Cl (HCl), O (water), O (water), Cl (HCl). Conditions: time 15 minute. Product: Cl.N1(N=CN=C1)CC1=CC=C(C=C1)NN ((4-[1,2,4]Triazol-1-ylmethylphenyl)hydrazine hydrochloride). As a reaction SMILES: [ClH:1].[N:2]1([CH2:7][C:8]2[CH:13]=[CH:12][C:11]([NH2:14])=[CH:10][CH:9]=2)[CH:6]=[N:5][CH:4]=[N:3]1.[N:15]([O-])=O.[Na+].S([O-])([O-])=O.[Na+].[Na+]>O.Cl>[ClH:1].[N:2]1([CH2:7][C:8]2[CH:13]=[CH:12][C:11]([NH:14][NH2:15])=[CH:10][CH:9]=2)[CH:6]=[N:5][CH:4]=[N:3]1 |f:0.1,2.3,4.5.6,9.10|. Procedure details: To a solution of 1.5 g (7.1 mmoles) of 4-(1,2,4-triazol-1-ylmethyl)phenylamine hydrochloride in 3.75 ml of water and 6.3 ml of concentrated HCl, cooled to 0° C., was added slowly a solution of 0.5 g (7.2 mmoles) of sodium nitrite in 2.6 ml of water, keeping the temperature below 0° C. The mixture was stirred at this temperature for 15 minutes. Once this time had elapsed the solution of the diazonium salt was added rapidly to a solution of 5.37 g (42.6 mmoles) of sodium sulphite in 19 ml of water... Reactants: [OH-].[Na+] (sodium hydroxide), [OH-].[Na+] (sodium hydroxide), OC1=CC=C(C=C1)C1=CC=C(C(=O)O)C=C1 (4-(4'-hydroxyphenyl) benzoic acid), BrCCCCCCCCC (1-bromononane), Cl (HCl). The solvent is C(C)O (ethyl alcohol). The product is C(CCCCCCCC)OC1=CC=C(C=C1)C1=CC=C(C(=O)O)C=C1 (4-(4'-nonyloxyphenyl) benzoic acid). Yield: 69.0%. RXN SMILES: [OH-].[Na+].[OH:3][C:4]1[CH:9]=[CH:8][C:7]([C:10]2[CH:18]=[CH:17][C:13]([C:14]([OH:16])=[O:15])=[CH:12][CH:11]=2)=[CH:6][CH:5]=1.Br[CH2:20][CH2:21][CH2:22][CH2:23][CH2:24][CH2:25][CH2:26][CH2:27][CH3:28].Cl>C(O)C>[CH2:20]([O:3][C:4]1[CH:5]=[CH:6][C:7]([C:10]2[CH:18]=[CH:17][C:13]([C:14]([OH:16])=[O:15])=[CH:12][CH:11]=2)=[CH:8][CH:9]=1)[CH2:21][CH2:22][CH2:23][CH2:24][CH2:25][CH2:26][CH2:27][CH3:28] |f:0.1|. Procedure: 1.12 g of sodium hydroxide was dissolved in 100 ml of ethyl alcohol. Then, 2.0 g of 4-(4'-hydroxyphenyl) benzoic acid and 2.3 ml of 1-bromononane were added to the solution and refluxed for 19 hours. 50 ml of 10% aqueous sodium hydroxide solution was added and refluxed for another two hours. After cooling, concentrated HCl was dropped into the solution until it was acidic. After filtration and recrystallization from ethyl alcohol gave 2.18 g of pure product (yield 69%).